describe an organic reaction: reactants, conditions, products, and yield From a dataset of the Open Reaction Database (ORD), a public repository of structured organic reaction records. The reactants are OO (Hydrogen peroxide), NC1=NC=2N=CC=CC2C=2C1=NN(C2CC(C#N)(C)C)CCC (3-(4-amino-2-propyl-2H-pyrazolo[3,4-c][1,8]naphthyridin-1-yl)-2,2-dimethylpropanenitrile). Run in [OH-].[Na+] (sodium hydroxide). Product: NC1=NC=2N=CC=CC2C=2C1=NN(C2CC(C(=O)N)(C)C)CCC (3-(4-amino-2-propyl-2H-pyrazolo[3,4-c][1,8]naphthyridin-1-yl)-2,2-dimethylpropanamide). As a reaction SMILES: [OH:1]O.[NH2:3][C:4]1[C:13]2=[N:14][N:15]([CH2:23][CH2:24][CH3:25])[C:16]([CH2:17][C:18]([CH3:22])([CH3:21])[C:19]#[N:20])=[C:12]2[C:11]2[CH:10]=[CH:9][CH:8]=[N:7][C:6]=2[N:5]=1>[OH-].[Na+]>[NH2:3][C:4]1[C:13]2=[N:14][N:15]([CH2:23][CH2:24][CH3:25])[C:16]([CH2:17][C:18]([CH3:21])([CH3:22])[C:19]([NH2:20])=[O:1])=[C:12]2[C:11]2[CH:10]=[CH:9][CH:8]=[N:7][C:6]=2[N:5]=1 |f:2.3|. Procedure details: Hydrogen peroxide (0.8 mL of 30%) was added to a suspension of 3-(4-amino-2-propyl-2H-pyrazolo[3,4-c][1,8]naphthyridin-1-yl)-2,2-dimethylpropanenitrile (0.54 g, 1.75 mmol) in 6 N aqueous sodium hydroxide. The reaction and work-up procedures described in Example 1288 were followed with the modification that the reaction was heated for 5.5 hours. Following chromatographic purification (eluting with 0% to 55% CMA in chloroform) and drying under high vacuum, 0.16 g of 3-(4-amino-2-propyl-2H-pyrazolo... Reactants: CC1(C)OB(c2ccc(N)nc2)OC1(C)C, Cc1c(CN2CCN(C(=O)C(C)O)CC2)sc2c(N3CCOCC3)nc(Cl)nc12. The product is Cc1c(CN2CCN(C(=O)C(C)O)CC2)sc2c(N3CCOCC3)nc(-c3ccc(N)nc3)nc12. RXN SMILES: [CH3:30][C:31]1([CH3:32])[C:33]([CH3:34])([CH3:35])[O:36][B:37]([c:38]2[cH:39][cH:40][c:41]([NH2:44])[n:42][cH:43]2)[O:45]1.[Cl:1][c:2]1[n:3][c:4]([N:24]2[CH2:25][CH2:26][O:27][CH2:28][CH2:29]2)[c:5]2[c:6]([n:7]1)[c:8]([CH3:23])[c:9]([CH2:11][N:12]1[CH2:13][CH2:14][N:15]([C:18]([CH:19]([CH3:20])[OH:21])=[O:22])[CH2:16][CH2:17]1)[s:10]2>>[c:2]1(-[c:38]2[cH:39][cH:40][c:41]([NH2:44])[n:42][cH:43]2)[n:3][c:4]([N:24]2[CH2:25][CH2:26][O:27][CH2:28][CH2:29]2)[c:5]2[c:6]([n:7]1)[c:8]([CH3:23])[c:9]([CH2:11][N:12]1[CH2:13][CH2:14][N:15]([C:18]([CH:19]([CH3:20])[OH:21])=[O:22])[CH2:16][CH2:17]1)[s:10]2.